From a dataset of the Open Reaction Database (ORD), a public repository of structured organic reaction records. describe an organic reaction: reactants, conditions, products, and yield Reactants: CO, [Na+], [OH-], COC(=O)CCC(=O)c1ccco1. Product: O=C(O)CCC(=O)c1ccco1. As a reaction SMILES: [CH3:16][OH:17].[Na+:15].[OH-:14].[o:1]1[c:2]([C:6]([CH2:7][CH2:8][C:9](=[O:10])[O:11][CH3:12])=[O:13])[cH:3][cH:4][cH:5]1>>[o:1]1[c:2]([C:6]([CH2:7][CH2:8][C:9](=[O:10])[OH:11])=[O:13])[cH:3][cH:4][cH:5]1.